This data is from the Open Reaction Database (ORD), a public repository of structured organic reaction records. The task is: describe an organic reaction: reactants, conditions, products, and yield The reactants are [BH4-], CC(C)(C)n1nc(C(F)(F)F)c(C=O)c1Cl, CCOC(C)=O, CO, [Na+], O. Product: CC(C)(C)n1nc(C(F)(F)F)c(CO)c1Cl. Reaction SMILES: [BH4-:17].[C:1]([CH3:2])([CH3:3])([CH3:4])[n:5]1[n:6][c:7]([C:13]([F:14])([F:15])[F:16])[c:8]([CH:11]=[O:12])[c:9]1[Cl:10].[CH3:20][CH2:21][O:22][C:23](=[O:24])[CH3:25].[CH3:26][OH:27].[Na+:18].[OH2:19]>>[C:1]([CH3:2])([CH3:3])([CH3:4])[n:5]1[n:6][c:7]([C:13]([F:14])([F:15])[F:16])[c:8]([CH2:11][OH:12])[c:9]1[Cl:10].